Dataset: the Open Reaction Database (ORD), a public repository of structured organic reaction records. Task: describe an organic reaction: reactants, conditions, products, and yield The reactants are C1(CC1)N1N=NN=C1C1CCN(CC1)C(=O)OC(C)(C)C (Tert-butyl 4-(1-cyclopropyl-1H-tetrazol-5-yl)piperidine-1-carboxylate). Solvent: Cl (HCl), O1CCOCC1 (dioxane). Run at time 1 hour. Product: C1(CC1)N1N=NN=C1C1CCNCC1 (4-(1-cyclopropyl-1H-tetrazol-5-yl)piperidine). RXN SMILES: [CH:1]1([N:4]2[C:8]([CH:9]3[CH2:14][CH2:13][N:12](C(OC(C)(C)C)=O)[CH2:11][CH2:10]3)=[N:7][N:6]=[N:5]2)[CH2:3][CH2:2]1>Cl.O1CCOCC1>[CH:1]1([N:4]2[C:8]([CH:9]3[CH2:14][CH2:13][NH:12][CH2:11][CH2:10]3)=[N:7][N:6]=[N:5]2)[CH2:3][CH2:2]1. Reported procedure: The title compound from Step B above (200 mg, 0.68 mmol) was dissolved in 4 M HCl in dioxane (4.0 mL) and stirred at RT for 1 h. The product was concentrated under reduced pressure and dried under high vacuum to the title compound (i-37) (127 mg, 96%). ESI-MS calculated for C9H15N5: Exact Mass: 193.13. Found 194.14. The reactants are CC(C)CCNC(=O)c1ccc(Cl)nn1, O=C(c1ccccc1C(F)(F)F)N1CCNCC1. The product is CC(C)CCNC(=O)c1ccc(N2CCN(C(=O)c3ccccc3C(F)(F)F)CC2)nn1. RXN SMILES: [CH3:1][CH:2]([CH2:3][CH2:4][NH:5][C:6](=[O:7])[c:8]1[n:9][n:10][c:11]([Cl:14])[cH:12][cH:13]1)[CH3:15].[N:16]1([C:22](=[O:23])[c:24]2[c:25]([C:30]([F:31])([F:32])[F:33])[cH:26][cH:27][cH:28][cH:29]2)[CH2:17][CH2:18][NH:19][CH2:20][CH2:21]1>>[CH3:1][CH:2]([CH2:3][CH2:4][NH:5][C:6](=[O:7])[c:8]1[n:9][n:10][c:11]([N:19]2[CH2:18][CH2:17][N:16]([C:22](=[O:23])[c:24]3[c:25]([C:30]([F:31])([F:32])[F:33])[cH:26][cH:27][cH:28][cH:29]3)[CH2:21][CH2:20]2)[cH:12][cH:13]1)[CH3:15].